This data is from the Open Reaction Database (ORD), a public repository of structured organic reaction records. The task is: describe an organic reaction: reactants, conditions, products, and yield The reactants are ClC1=NC=NC(=C1)OCC#CC (4-chloro-6-(2-butynyloxy)pyrimidine), C([O-])([O-])=O.[K+].[K+] (potassium carbonate), ClC1=C(C=CC(=C1)F)O (2-chloro-4-fluorophenol), [Cl-].[NH4+] (ammonium chloride). The solvent is CN(C=O)C (N,N-dimethylformamide). Run at temperature 60 celsius, time 7 hour. The product is ClC1=C(OC2=NC=NC(=C2)OCC#CC)C=CC(=C1)F (4-(2-chloro-4-fluorophenoxy)-6-(2-butynyloxy)pyrimidine). Isolated yield 110.6%. Reaction SMILES: Cl[C:2]1[CH:7]=[C:6]([O:8][CH2:9][C:10]#[C:11][CH3:12])[N:5]=[CH:4][N:3]=1.C(=O)([O-])[O-].[K+].[K+].[Cl:19][C:20]1[CH:25]=[C:24]([F:26])[CH:23]=[CH:22][C:21]=1[OH:27].[Cl-].[NH4+]>CN(C)C=O>[Cl:19][C:20]1[CH:25]=[C:24]([F:26])[CH:23]=[CH:22][C:21]=1[O:27][C:2]1[CH:7]=[C:6]([O:8][CH2:9][C:10]#[C:11][CH3:12])[N:5]=[CH:4][N:3]=1 |f:1.2.3,5.6|. Procedure details: To 5 ml of N,N-dimethylformamide were added 0.3 g of 4-chloro-6-(2-butynyloxy)pyrimidine, 0.34 g of potassium carbonate, and 0.24 g of 2-chloro-4-fluorophenol, followed by stirring at 60° C. for 7 hours. The reaction mixture was then left for cooling to room temperature and poured into a saturated aqueous ammonium chloride solution, which was extracted three times with chloroform. The chloroform layers were combined, washed with diluted hydrochloric acid and then with water, and dried over anhyd...